This data is from the Open Reaction Database (ORD), a public repository of structured organic reaction records. The task is: describe an organic reaction: reactants, conditions, products, and yield Reactants: cuprous iodide, C(C)C=1N(N=C2C1N=C(NC2=O)C=2C(=NC=C(C2)I)OCCC)C2CN(C2)C(=O)OC(C)(C)C (tert-Butyl 3-[3-ethyl-5-(5-iodo-2-propoxy-3-pyridinyl)-7-oxo-6,7-dihydro-2H-pyrazolo[4,3-d]pyrimidin-2-yl]-1-azetidinecarboxylate), C[Si](C)(C)C#C (trimethylsilylacetylene), C[Si](C)(C)C#C (trimethylsilylacetylene), C(C)#N (acetonitrile). The reagents and catalysts are Cl[Pd]([P](C1=CC=CC=C1)(C2=CC=CC=C2)C3=CC=CC=C3)([P](C4=CC=CC=C4)(C5=CC=CC=C5)C6=CC=CC=C6)Cl (Pd(PPh3)2Cl2). The solvent is C(C)N(CC)CC (triethylamine). Run at time 2 hour. The product is C(C)C=1N(N=C2C1N=C(NC2=O)C=2C(=NC=C(C2)C#C[Si](C)(C)C)OCCC)C2CN(C2)C(=O)OC(C)(C)C (tert-Butyl 3-(3-ethyl-7-oxo-5-{2-propoxy-5-[(trimethylsilyl)ethynyl]-3-pyridinyl}-6,7-dihydro-2H-pyrazolo[4,3-d]pyrimidin-2-yl)-1-azetidinecarboxylate). RXN SMILES: [CH2:1]([C:3]1[N:4]([CH:24]2[CH2:27][N:26]([C:28]([O:30][C:31]([CH3:34])([CH3:33])[CH3:32])=[O:29])[CH2:25]2)[N:5]=[C:6]2[C:11](=[O:12])[NH:10][C:9]([C:13]3[C:14]([O:20][CH2:21][CH2:22][CH3:23])=[N:15][CH:16]=[C:17](I)[CH:18]=3)=[N:8][C:7]=12)[CH3:2].[CH3:35][Si:36]([C:39]#[CH:40])([CH3:38])[CH3:37].C(#N)C>C(N(CC)CC)C.Cl[Pd](Cl)([P](C1C=CC=CC=1)(C1C=CC=CC=1)C1C=CC=CC=1)[P](C1C=CC=CC=1)(C1C=CC=CC=1)C1C=CC=CC=1>[CH2:1]([C:3]1[N:4]([CH:24]2[CH2:27][N:26]([C:28]([O:30][C:31]([CH3:34])([CH3:33])[CH3:32])=[O:29])[CH2:25]2)[N:5]=[C:6]2[C:11](=[O:12])[NH:10][C:9]([C:13]3[C:14]([O:20][CH2:21][CH2:22][CH3:23])=[N:15][CH:16]=[C:17]([C:40]#[C:39][Si:36]([CH3:38])([CH3:37])[CH3:35])[CH:18]=3)=[N:8][C:7]=12)[CH3:2] |^1:53,72|. Procedure: The product from stage e) (0.25 mmol) was suspended in triethylamine (2 ml) and trimethylsilylacetylene (0.39 mmol) and acetonitrile (2 ml to try and solubilise reactants). Pd(PPh3)2Cl2 (0.006 mmol) and cuprous iodide (0.006 mmol) were added and the reaction mixture stirred. After 1 h a further portion of trimethylsilylacetylene (0.19 mmol) was added and stirring continued for 2 h. The solvent was evaporated and the residue partitioned between ethyl acetate and water. The organics were washed wi... The reactants are C1(=CC=CC=C1)OC(NC1=CC=C(C=C1)N1CCN(CC1)C1=CC=C(C=C1)OC)=O (phenyl{4-[4-(4-methoxyphenyl)-1-piperazinyl]phenyl}carbamate), O.NN (hydrazine hydrate). The solvent is O1CCOCC1 (1,4-dioxane). Product: COC1=CC=C(C=C1)N1CCN(CC1)C1=CC=C(C=C1)NC(=O)NN (N-{4-[4-(4-methoxyphenyl)-1-piperazinyl]phenyl}hydrazinecarboxamide). Yield: 63.0%. Reaction SMILES: C1(O[C:8](=[O:30])[NH:9][C:10]2[CH:15]=[CH:14][C:13]([N:16]3[CH2:21][CH2:20][N:19]([C:22]4[CH:27]=[CH:26][C:25]([O:28][CH3:29])=[CH:24][CH:23]=4)[CH2:18][CH2:17]3)=[CH:12][CH:11]=2)C=CC=CC=1.O.[NH2:32][NH2:33]>O1CCOCC1>[CH3:29][O:28][C:25]1[CH:24]=[CH:23][C:22]([N:19]2[CH2:18][CH2:17][N:16]([C:13]3[CH:12]=[CH:11][C:10]([NH:9][C:8]([NH:32][NH2:33])=[O:30])=[CH:15][CH:14]=3)[CH2:21][CH2:20]2)=[CH:27][CH:26]=1 |f:1.2|. Procedure details: A mixture of 3.2 parts of phenyl{4-[4-(4-methoxyphenyl)-1-piperazinyl]phenyl}carbamate, 50 parts of hydrazine hydrate and 100 parts of 1,4-dioxane is stirred and refluxed for 3 hours. The reaction mixture is cooled and poured onto water. The precipitated product is filtered off and crystallized from N,N-dimethylformamide, yielding 1.7 parts (63%) of N-{4-[4-(4-methoxyphenyl)-1-piperazinyl]phenyl}hydrazinecarboxamide; mp. +300° C. Reactants: COC(=O)C(CC1CCCC1)c1ccc(S(C)(=O)=O)c([N+](=O)[O-])c1, CCOC(C)=O, Cl, [Li+], C1CCOC1, [OH-], O. Product: CS(=O)(=O)c1ccc(C(CC2CCCC2)C(=O)O)cc1[N+](=O)[O-]. Reaction SMILES: [CH3:1][O:2][C:3]([CH:4]([CH2:5][CH:6]1[CH2:7][CH2:8][CH2:9][CH2:10]1)[c:11]1[cH:12][c:13]([N+:21](=[O:22])[O-:23])[c:14]([S:17](=[O:18])(=[O:19])[CH3:20])[cH:15][cH:16]1)=[O:24].[CH3:28][CH2:29][O:30][C:31](=[O:32])[CH3:33].[ClH:27].[Li+:25].[O:34]1[CH2:35][CH2:36][CH2:37][CH2:38]1.[OH-:26].[OH2:39]>>[O:2]=[C:3]([CH:4]([CH2:5][CH:6]1[CH2:7][CH2:8][CH2:9][CH2:10]1)[c:11]1[cH:12][c:13]([N+:21](=[O:22])[O-:23])[c:14]([S:17](=[O:18])(=[O:19])[CH3:20])[cH:15][cH:16]1)[OH:24]. RXN SMILES: [CH3:16][Mg+:17].[CH3:1][C:2]12[CH2:3][CH2:4][CH:5]3[CH:6]([C:7]([CH3:12])([CH3:13])[C:8]3([CH3:11])[C:9]1=[O:10])[CH2:14]2.[Cl-:15]>>[CH3:1][C:2]12[CH2:3][CH2:4][CH:5]3[CH:6]([C:7]([CH3:12])([CH3:13])[C:8]3([CH3:11])[C:9]1([OH:10])[CH3:16])[CH2:14]2. Product: CC12CCC3C(C1)C(C)(C)C3(C)C2(C)O. The reactants are C[Mg+], CC12CCC3C(C1)C(C)(C)C3(C)C2=O, [Cl-]. Starting materials: C1=CC=CC=2C3=CC=CC=C3C(C12)COC(=O)NC(C)(C(=O)N[C@@H](C(C)C)C(=O)N(C)[C@H]([C@@H](CC(=O)N1[C@@H](CCC1)[C@H](OC)[C@H](C(N[C@H](C(NCCNC(CCCCC[C@@H]1NC(N[C@@H]1C)=O)=O)=O)CC1=CC=CC=C1)=O)C)OC)[C@H](CC)C)C (N-[(9H-fluoren-9-ylmethoxy)carbonyl]-2-methylalanyl-N-{(3R,4S,5S)-1-[(2S)-2-{(3R,4R,7S)-7-benzyl-4-methyl-18-[(4S,5R)-5-methyl-2-oxoimidazolidin-4-yl}-5,8,13-trioxo-2-oxa-6,9,12-triazaoctadecan-3-yl}pyrrolidin-1-yl]-3-methoxy-5-methyl-1-oxoheptan-4-yl]-N-methyl-L-valinamide), N1CCCCC1 (piperidine). Run in CN(C)C=O (DMF). The product is CC(N)(C)C(=O)N[C@@H](C(C)C)C(=O)N(C)[C@H]([C@@H](CC(=O)N1[C@@H](CCC1)[C@H](OC)[C@H](C(N[C@H](C(NCCNC(CCCCC[C@@H]1NC(N[C@@H]1C)=O)=O)=O)CC1=CC=CC=C1)=O)C)OC)[C@H](CC)C (2-methylalanyl-N-{(3R,4S,5S)-1-[(2S)-2-{(3R,4R,7S)-7-benzyl-4-methyl-18-[(4S,5R)-5-methyl-2-oxoimidazolidin-4-yl]-5,8,13-trioxo-2-oxa-6,9,12-triazaoctadecan-3-yl}pyrrolidin-1-yl]-3-methoxy-5-methyl-1-oxoheptan-4-yl}-N-methyl-L-valinamide). Isolated yield 53.1%. Reaction SMILES: C1C2C(COC([NH:18][C:19]([CH3:84])([C:21]([NH:23][C@H:24]([C:28]([N:30]([C@@H:32]([C@@H:80]([CH3:83])[CH2:81][CH3:82])[C@H:33]([O:78][CH3:79])[CH2:34][C:35]([N:37]3[CH2:41][CH2:40][CH2:39][C@H:38]3[C@@H:42]([C@@H:45]([CH3:77])[C:46](=[O:76])[NH:47][C@@H:48]([CH2:69][C:70]3[CH:75]=[CH:74][CH:73]=[CH:72][CH:71]=3)[C:49](=[O:68])[NH:50][CH2:51][CH2:52][NH:53][C:54](=[O:67])[CH2:55][CH2:56][CH2:57][CH2:58][CH2:59][C@H:60]3[C@@H:64]([CH3:65])[NH:63][C:62](=[O:66])[NH:61]3)[O:43][CH3:44])=[O:36])[CH3:31])=[O:29])[CH:25]([CH3:27])[CH3:26])=[O:22])[CH3:20])=O)C3C(=CC=CC=3)C=2C=CC=1.N1CCCCC1>CN(C=O)C>[CH3:20][C:19]([C:21]([NH:23][C@H:24]([C:28]([N:30]([C@@H:32]([C@@H:80]([CH3:83])[CH2:81][CH3:82])[C@H:33]([O:78][CH3:79])[CH2:34][C:35]([N:37]1[CH2:41][CH2:40][CH2:39][C@H:38]1[C@@H:42]([C@@H:45]([CH3:77])[C:46](=[O:76])[NH:47][C@@H:48]([CH2:69][C:70]1[CH:75]=[CH:74][CH:73]=[CH:72][CH:71]=1)[C:49](=[O:68])[NH:50][CH2:51][CH2:52][NH:53][C:54](=[O:67])[CH2:55][CH2:56][CH2:57][CH2:58][CH2:59][C@H:60]1[C@@H:64]([CH3:65])[NH:63][C:62](=[O:66])[NH:61]1)[O:43][CH3:44])=[O:36])[CH3:31])=[O:29])[CH:25]([CH3:26])[CH3:27])=[O:22])([CH3:84])[NH2:18]. Procedure details: Following general procedure A using #256 (5 mg, 0.004 mmol, 1.0 eq.) and piperidine (0.02 mL, 0.2 mmol, 50 eq.) in 0.7 mL of DMF followed by purification (Method J) afforded #257 (2 mg, 50%) as a colorless glass. LC-MS (Protocol Q1): m/z 1164.8 [M+H+], retention time=0.99 minutes. 1H NMR (400 MHz, DMSO-d6), δ 8.44-8.52 (m), 8.06-8.20 (m), 7.96-8.01 (m), 7.69-7.83 (m), 7.20-7.28 (m), 7.11-7.19 (m), 3.38-3.83 (m), 3.19-3.26 (m), 3.03-3.12 (m), 2.98 (s), 2.91 (s), 2.75 (s), 2.65-2.70 (m), 2.01-2.36... Starting materials: C(#N)C=1C=C2C=CNC2=CC1 (5-cyanoindole), CN(C)C=O (DMF), [OH-].[Na+] (NaOH), [OH-].[Na+] (NaOH), P(=O)(Cl)(Cl)Cl (phosphorous oxychloride), CN(C)C=O (DMF), ice water. Run at time 15 minute. Yields the product C(=O)C1=CNC2=CC=C(C=C12)C#N (3-Formyl-5-cyano-1H-indole). RXN SMILES: P(Cl)(Cl)(Cl)=O.[C:6]([C:8]1[CH:9]=[C:10]2[C:14](=[CH:15][CH:16]=1)[NH:13][CH:12]=[CH:11]2)#[N:7].[OH-].[Na+].CN([CH:22]=[O:23])C>>[CH:22]([C:11]1[C:10]2[C:14](=[CH:15][CH:16]=[C:8]([C:6]#[N:7])[CH:9]=2)[NH:13][CH:12]=1)=[O:23] |f:2.3|. Procedure details: Add phosphorous oxychloride (11.76 g, 76.67 mmol) dropwise to DMF (24.3 ml) wile maintaining the temperature at less than 10° C. Warn to ambient temperature and stir for 15 minutes at ambient temperature. Add dropwise 5-cyanoindole (10.00 g, 70.34 mmol) as a solution in DMF (30 ml) while keeping the temperature below 35°. After 1 hour, pour the reaction mixture into ice/water (300 ml) and then add 5N NaOH (54 ml) with stirring. Add slowly an additional amount of 5N NaOH (19.7 ml) and then heated...